This data is from the Open Reaction Database (ORD), a public repository of structured organic reaction records. The task is: describe an organic reaction: reactants, conditions, products, and yield As a reaction SMILES: Cl.[C:2]([C:6]1[CH:10]=[C:9]([NH2:11])[N:8]([CH2:12][CH:13]([CH3:15])[CH3:14])[N:7]=1)([CH3:5])([CH3:4])[CH3:3].Cl[C:17]([O:19][C:20]1[CH:25]=[CH:24][CH:23]=[CH:22][CH:21]=1)=[O:18]>>[C:2]([C:6]1[CH:10]=[C:9]([NH:11][C:17](=[O:18])[O:19][C:20]2[CH:25]=[CH:24][CH:23]=[CH:22][CH:21]=2)[N:8]([CH2:12][CH:13]([CH3:15])[CH3:14])[N:7]=1)([CH3:5])([CH3:4])[CH3:3] |f:0.1|. Starting materials: Cl.C(C)(C)(C)C1=NN(C(=C1)N)CC(C)C (3-tert-butyl-1-isobutyl-1H-pyrazol-5-amine hydrochloride), ClC(=O)OC1=CC=CC=C1 (phenyl chloroformate). Reported procedure: Following the procedure described for Example 330A Step 2, reaction of 3-tert-butyl-1-isobutyl-1H-pyrazol-5-amine hydrochloride with phenyl chloroformate, afforded phenyl 3-tert-butyl-1-isobutyl-1H-pyrazol-5-ylcarbamate which was used in the subsequent step. Product: C(C)(C)(C)C1=NN(C(=C1)NC(OC1=CC=CC=C1)=O)CC(C)C (phenyl 3-tert-butyl-1-isobutyl-1H-pyrazol-5-ylcarbamate). The reactants are CC(C)(C)OC(=O)N1CCC(COC(=O)c2ccccc2)CC1, CO, C1COCCO1. Product: O=C(OCC1CCNCC1)c1ccccc1. RXN SMILES: [C:3]([c:4]1[cH:5][cH:6][cH:7][cH:8][cH:9]1)(=[O:10])[O:11][CH2:12][CH:13]1[CH2:14][CH2:15][N:16]([C:19]([O:20][C:21]([CH3:22])([CH3:23])[CH3:24])=[O:25])[CH2:17][CH2:18]1.[CH3:1][OH:2].[O:26]1[CH2:27][CH2:28][O:29][CH2:30][CH2:31]1>>[C:3]([c:4]1[cH:5][cH:6][cH:7][cH:8][cH:9]1)(=[O:10])[O:11][CH2:12][CH:13]1[CH2:14][CH2:15][NH:16][CH2:17][CH2:18]1. Reactants: ClCCl, COC(C)(C)Cn1ccc(N)n1, [Cl-], CS(=O)(=O)c1ccc(C(CC2CC(=O)C2)C(=O)O)cc1Cl, O=C(Cl)C(=O)Cl, Cc1cccc(C)n1. Product: COC(C)(C)Cn1ccc(NC(=O)C(CC2CC(=O)C2)c2ccc(S(C)(=O)=O)c(Cl)c2)n1. Reaction SMILES: [CH2:49]([Cl:50])[Cl:51].[CH3:28][O:29][C:30]([CH2:31][n:32]1[n:33][c:34]([NH2:37])[cH:35][cH:36]1)([CH3:38])[CH3:39].[Cl-:48].[Cl:1][c:2]1[cH:3][c:4]([CH:12]([C:13](=[O:14])[OH:15])[CH2:16][CH:17]2[CH2:18][C:19](=[O:21])[CH2:20]2)[cH:5][cH:6][c:7]1[S:8](=[O:9])(=[O:10])[CH3:11].[Cl:22][C:23]([C:24]([Cl:25])=[O:26])=[O:27].[n:40]1[c:41]([CH3:42])[cH:43][cH:44][cH:45][c:46]1[CH3:47]>>[Cl:1][c:2]1[cH:3][c:4]([CH:12]([C:13](=[O:15])[NH:37][c:34]2[n:33][n:32]([CH2:31][C:30]([O:29][CH3:28])([CH3:38])[CH3:39])[cH:36][cH:35]2)[CH2:16][CH:17]2[CH2:18][C:19](=[O:21])[CH2:20]2)[cH:5][cH:6][c:7]1[S:8](=[O:9])(=[O:10])[CH3:11]. Reactants: CCCCCC (hexane), CC(=O)C=1C=CC=C(C1)O (3-hydroxyacetophenone), C(C)(=O)OCC (ethyl acetate). Yields the product OC=1C=C(C=CC1)C(=O)C=O ((3-Hydroxyphenyl)glyoxal). RXN SMILES: CCCCCC.[CH3:7][C:8]([C:10]1[CH:11]=[CH:12][CH:13]=[C:14]([OH:16])[CH:15]=1)=[O:9].C(OCC)(=[O:19])C>>[OH:16][C:14]1[CH:15]=[C:10]([C:8]([CH:7]=[O:19])=[O:9])[CH:11]=[CH:12][CH:13]=1. Procedure details: Using 1:1 hexane:ethyl acetate as eluant, the method of Preparation 68 was employed to convert 3-hydroxyacetophenone (15.0 g., 0.11 mol) to present title product, 7.4 g.; 1H-nmr (DMSO-d6) 7.09 (m, 2H), 7.43 (m, 3H), 9.75 (br m, 1H). The reactants are CN(C)CCCl (2-(N,N-dimethylamino)ethyl chloride), COC1=CC=C(C=C1)C=1OC2=C(C1C(C1=CC=C(C=C1)O)=O)C=CC(=C2)OC (2-(4-methoxyphenyl)-3-(4-hydroxybenzoyl)-6-methoxybenzofuran). The product is COC1=CC=C(C=C1)C=1OC2=C(C1C(C1=CC=C(C=C1)OCCN(C)C)=O)C=CC(=C2)OC (2-(4-methoxyphenyl)-3-[4-[2-(dimethylamino)ethoxy]benzoyl]-6-methoxybenzofuran). Reaction SMILES: [CH3:1][N:2]([CH2:4][CH2:5]Cl)[CH3:3].[CH3:7][O:8][C:9]1[CH:14]=[CH:13][C:12]([C:15]2[O:16][C:17]3[CH:32]=[C:31]([O:33][CH3:34])[CH:30]=[CH:29][C:18]=3[C:19]=2[C:20](=[O:28])[C:21]2[CH:26]=[CH:25][C:24]([OH:27])=[CH:23][CH:22]=2)=[CH:11][CH:10]=1>>[CH3:7][O:8][C:9]1[CH:14]=[CH:13][C:12]([C:15]2[O:16][C:17]3[CH:32]=[C:31]([O:33][CH3:34])[CH:30]=[CH:29][C:18]=3[C:19]=2[C:20](=[O:28])[C:21]2[CH:26]=[CH:25][C:24]([O:27][CH2:5][CH2:4][N:2]([CH3:3])[CH3:1])=[CH:23][CH:22]=2)=[CH:11][CH:10]=1. Procedure details: The title compound was prepared essentially as described in Example 24, supra, except that 2-(N,N-dimethylamino)ethyl chloride was reacted with 2-(4-methoxyphenyl)-3-(4-hydroxybenzoyl)-6-methoxybenzofuran instead of the 2-(N,N-diisopropylamino)ethyl chloride employed in that example. The reactants are COC1(CCCCCC1)C1=C(CO[Si](C(C)C)(C(C)C)C(C)C)C=C(C=C1)C(F)(F)F ((2-(1-methoxycycloheptyl)-5-(trifluoromethyl)benzyloxy)triisopropylsilane), [F-].C(CCC)[N+](CCCC)(CCCC)CCCC (tetrabutylammonium fluoride). Solvent: O1CCCC1 (tetrahydrofuran). Conditions: time 1.5 hour. The product is COC1(CCCCCC1)C1=C(C=C(C=C1)C(F)(F)F)CO ((2-(1-methoxycycloheptyl)-5-(trifluoromethyl)phenyl)methanol). The yield is 92.9%. As a reaction SMILES: [CH3:1][O:2][C:3]1([C:10]2[CH:27]=[CH:26][C:25]([C:28]([F:31])([F:30])[F:29])=[CH:24][C:11]=2[CH2:12][O:13][Si](C(C)C)(C(C)C)C(C)C)[CH2:9][CH2:8][CH2:7][CH2:6][CH2:5][CH2:4]1.[F-].C([N+](CCCC)(CCCC)CCCC)CCC>O1CCCC1>[CH3:1][O:2][C:3]1([C:10]2[CH:27]=[CH:26][C:25]([C:28]([F:29])([F:31])[F:30])=[CH:24][C:11]=2[CH2:12][OH:13])[CH2:4][CH2:5][CH2:6][CH2:7][CH2:8][CH2:9]1 |f:1.2|. Procedure: To a solution of (2-(1-methoxycycloheptyl)-5-(trifluoromethyl)benzyloxy)triisopropylsilane (276 mg; 0.602 mmol) in tetrahydrofuran (3.5 mL) was added tetrabutylammonium fluoride (0.62 mL; 0.62 mmol; 1.0 M solution in tetrahydrofuran). Reaction was stirred at room temperature for 1.5 hours. Solvent was evaporated under reduced pressure. The residue was purified by 12 g RediSep column (Teledyne Isco Inc., Lincoln Nebr.) (eluted with 10-30% ethyl acetate in heptane) to yield 169 mg (92.9%) of the t... The reactants are C(C1=CC=CC=C1)C=1C=NC2=C(C=CC=C2C1C=1C=C(C=CC1)N)C(F)(F)F ({3-[3-benzyl-8-(trifluoromethyl)quinolin-4-yl]phenyl}amine), C(C)OC1=C(C=O)C=CC=C1OC (2-ethoxy-3-methoxy-benzaldehyde). The product is C(C1=CC=CC=C1)C=1C=NC2=C(C=CC=C2C1C=1C=C(C=CC1)N(CC1=C(C(=CC=C1)OC)OCC)CC1=C(C(=CC=C1)OC)OCC)C(F)(F)F ({3-[3-BENZYL-8-(TRIFLUOROMETHYL)QUINOLIN-4-YL]PHENYL}BIS(2-ETHOXY-3-METHOXYBENZYL)AMINE). RXN SMILES: [CH2:1]([C:8]1[CH:9]=[N:10][C:11]2[C:16]([C:17]=1[C:18]1[CH:19]=[C:20]([NH2:24])[CH:21]=[CH:22][CH:23]=1)=[CH:15][CH:14]=[CH:13][C:12]=2[C:25]([F:28])([F:27])[F:26])[C:2]1[CH:7]=[CH:6][CH:5]=[CH:4][CH:3]=1.[CH2:29]([O:31][C:32]1[C:39]([O:40][CH3:41])=[CH:38][CH:37]=[CH:36][C:33]=1[CH:34]=O)[CH3:30]>>[CH2:1]([C:8]1[CH:9]=[N:10][C:11]2[C:16]([C:17]=1[C:18]1[CH:19]=[C:20]([N:24]([CH2:34][C:33]3[CH:36]=[CH:37][CH:38]=[C:39]([O:40][CH3:41])[C:32]=3[O:31][CH2:29][CH3:30])[CH2:34][C:33]3[CH:36]=[CH:37][CH:38]=[C:39]([O:40][CH3:41])[C:32]=3[O:31][CH2:29][CH3:30])[CH:21]=[CH:22][CH:23]=1)=[CH:15][CH:14]=[CH:13][C:12]=2[C:25]([F:28])([F:26])[F:27])[C:2]1[CH:3]=[CH:4][CH:5]=[CH:6][CH:7]=1. Procedure: The title compound was prepared from {3-[3-benzyl-8-(trifluoromethyl)quinolin-4-yl]phenyl}amine and 2-ethoxy-3-methoxy-benzaldehyde according to the procedure of Example 66. MS (ESI) m/z 707. Reactants: ClC1=CC(=NC2=CC=C(C=C12)Cl)N1CCS(C2=C(C1)C=C(C=C2)F)(=O)=O (4-(4,6-dichloroquinolin-2-yl)-7-fluoro-2,3,4,5-tetrahydro-1,4-benzothiazepine 1,1-dioxide), NCC1(COC1)N (3-(aminomethyl)oxetan-3-amine). Yields the product NC1(COC1)CNC1=CC(=NC2=CC=C(C=C12)Cl)N1CCS(C2=C(C1)C=C(C=C2)F)(=O)=O (N-[(3-Aminooxetan-3-yl)methyl]-6-chloro-2-(7-fluoro-1,1-dioxido-2,3-dihydro-1,4-benzothiazepin-4(5H)-yl)quinolin-4-amine). As a reaction SMILES: Cl[C:2]1[C:11]2[C:6](=[CH:7][CH:8]=[C:9]([Cl:12])[CH:10]=2)[N:5]=[C:4]([N:13]2[CH2:19][C:18]3[CH:20]=[C:21]([F:24])[CH:22]=[CH:23][C:17]=3[S:16](=[O:26])(=[O:25])[CH2:15][CH2:14]2)[CH:3]=1.[NH2:27][CH2:28][C:29]1([NH2:33])[CH2:32][O:31][CH2:30]1>>[NH2:33][C:29]1([CH2:28][NH:27][C:2]2[C:11]3[C:6](=[CH:7][CH:8]=[C:9]([Cl:12])[CH:10]=3)[N:5]=[C:4]([N:13]3[CH2:19][C:18]4[CH:20]=[C:21]([F:24])[CH:22]=[CH:23][C:17]=4[S:16](=[O:26])(=[O:25])[CH2:15][CH2:14]3)[CH:3]=2)[CH2:32][O:31][CH2:30]1. Reported procedure: The title compound was prepared in analogy to Example 3-1 in Scheme 5 by using 4-(4,6-dichloroquinolin-2-yl)-7-fluoro-2,3,4,5-tetrahydro-1,4-benzothiazepine 1,1-dioxide (prepared in analogy to the one in Example 3-2) and 3-(aminomethyl)oxetan-3-amine. MS obsd. (ESI+) [(M+H)+] 477, 1H NMR (400 MHz, CD3OD) δ ppm 8.07-7.94 (m, 2 H), 7.72 (dd, J=8.97, 2.65 Hz, 1 H), 7.53 (d, J=8.84 Hz, 1 H), 7.43 (dd, J=8.84, 2.27 Hz, 1 H), 7.15 (td, J=8.46, 2.53 Hz, 1 H), 6.23 (s, 1 H), 5.18 (brs, 2 H), 4.73-4.60 (...